This data is from the Open Reaction Database (ORD), a public repository of structured organic reaction records. The task is: describe an organic reaction: reactants, conditions, products, and yield Reactants: O1CCCC1.C(C(C)C)[Mg]Br (isobutylmagnesium bromide tetrahydrofuran), C(C)C1=C(OC2=C1C=CC=C2)C=O (3-ethyl-1-benzofuran-2-carbaldehyde), [Cl-].[NH4+] (ammonium chloride). Run in O1CCCC1 (tetrahydrofuran). Run at time 1 hour. The product is C(C)C1=C(OC2=C1C=CC=C2)C(CC(C)C)O (1-(3-ethyl-1-benzofuran-2-yl)-3-methylbutan-1-ol). Yield: 51.0%. RXN SMILES: [CH2:1]([C:3]1[C:7]2[CH:8]=[CH:9][CH:10]=[CH:11][C:6]=2[O:5][C:4]=1[CH:12]=[O:13])[CH3:2].O1CCCC1.[CH2:19]([Mg]Br)[CH:20]([CH3:22])[CH3:21].[Cl-].[NH4+]>O1CCCC1>[CH2:1]([C:3]1[C:7]2[CH:8]=[CH:9][CH:10]=[CH:11][C:6]=2[O:5][C:4]=1[CH:12]([OH:13])[CH2:19][CH:20]([CH3:22])[CH3:21])[CH3:2] |f:1.2,3.4|. Procedure details: To a solution (50 mL) of 3-ethyl-1-benzofuran-2-carbaldehyde (2.27 g) synthesized above in tetrahydrofuran was added dropwise 1.0M isobutylmagnesium bromide tetrahydrofuran solution (19.5 mL) at 0° C., and the mixture was stirred for 1 hr. Saturated aqueous ammonium chloride solution was added to quench the reaction, and the mixture was extracted with ethyl acetate. The extract was washed with saturated brine, dried over magnesium sulfate, and concentrated under reduced pressure. The residue was...